From a dataset of the Open Reaction Database (ORD), a public repository of structured organic reaction records. describe an organic reaction: reactants, conditions, products, and yield The reactants are COc1ccc([Sn](C)(C)C)cn1, CCOC(C)=O, [Cl-], COc1cc2cc(OS(=O)(=O)C(F)(F)F)cnc2cc1OC, [Li+], C1COCCO1. Product: COc1ccc(-c2cnc3cc(OC)c(OC)cc3c2)cn1. Reaction SMILES: [CH3:1][O:2][c:3]1[n:4][cH:5][c:6]([Sn:9]([CH3:10])([CH3:11])[CH3:12])[cH:7][cH:8]1.[CH3:43][CH2:44][O:45][C:46](=[O:47])[CH3:48].[Cl-:36].[F:13][C:14]([F:15])([F:16])[S:17]([O:18][c:19]1[cH:20][n:21][c:22]2[cH:23][c:24]([O:31][CH3:32])[c:25]([O:29][CH3:30])[cH:26][c:27]2[cH:28]1)(=[O:33])=[O:34].[Li+:35].[O:37]1[CH2:38][CH2:39][O:40][CH2:41][CH2:42]1>>[CH3:1][O:2][c:3]1[n:4][cH:5][c:6](-[c:19]2[cH:20][n:21][c:22]3[cH:23][c:24]([O:31][CH3:32])[c:25]([O:29][CH3:30])[cH:26][c:27]3[cH:28]2)[cH:7][cH:8]1. Reactants: CC(=O)Nc1ccc(S(=O)(=O)NC(CC(=O)OC(C)(C)C)C(N)=O)c(OCc2ccccc2)c1, C1CCOC1. Yields the product CC(=O)Nc1ccc(S(=O)(=O)NC(CC(=O)OC(C)(C)C)C(N)=O)c(O)c1. Reaction SMILES: [C:1]([CH3:2])([CH3:3])([CH3:4])[O:5][C:6]([CH2:7][CH:8]([C:9](=[O:10])[NH2:11])[NH:12][S:13](=[O:14])(=[O:15])[c:16]1[c:17]([O:26][CH2:27][c:28]2[cH:29][cH:30][cH:31][cH:32][cH:33]2)[cH:18][c:19]([NH:22][C:23]([CH3:24])=[O:25])[cH:20][cH:21]1)=[O:34].[CH2:35]1[O:36][CH2:37][CH2:38][CH2:39]1>>[C:1]([CH3:2])([CH3:3])([CH3:4])[O:5][C:6]([CH2:7][CH:8]([C:9](=[O:10])[NH2:11])[NH:12][S:13](=[O:14])(=[O:15])[c:16]1[c:17]([OH:26])[cH:18][c:19]([NH:22][C:23]([CH3:24])=[O:25])[cH:20][cH:21]1)=[O:34]. Starting materials: NC1=C(C=C(C=C1)[N+](=O)[O-])O (2-amino-5-nitrophenol), C(C=C)(=O)N (acrylamide), C1(O)=CC=C(O)C=C1 (hydroquinone). Reagents/catalysts: S(O)(O)(=O)=O (sulfuric acid). The product is OC1=C(C=CC(=C1)[N+](=O)[O-])NCCC(=O)N (3-(2-hydroxy-4-nitrophenylamino)propionamide). Reaction SMILES: [NH2:1][C:2]1[CH:7]=[CH:6][C:5]([N+:8]([O-:10])=[O:9])=[CH:4][C:3]=1[OH:11].[C:12]([NH2:16])(=[O:15])[CH:13]=[CH2:14].C1(C=CC(O)=CC=1)O>S(=O)(=O)(O)O>[OH:11][C:3]1[CH:4]=[C:5]([N+:8]([O-:10])=[O:9])[CH:6]=[CH:7][C:2]=1[NH:1][CH2:14][CH2:13][C:12]([NH2:16])=[O:15]. Procedure: 15 g (0.1 mol) of 2-amino-5-nitrophenol, 7.8 g (0.11 mol) of acrylamide, 3 drops of 96% sulfuric acid and 20 mg of hydroquinone were maintained at 100° C. for 45 minutes. The mixture dissolved and an insoluble material was then formed, which was filtered off. This precipitate was taken up in 100 ml of refluxing toluene; after filtering while hot, 18 g of powder were obtained after re-slurrying in hot ethyl acetate (m.p.=194° C.). Starting materials: C(C=C)[C@@]1(CCN(C(O1)=O)[C@@H](C)C1=CC=C(C=C1)C1=C(C=C(C=C1)F)F)C1=CC=CC=C1 ((R)-6-allyl-3-((S)-1-(2′,4′-difluorobiphenyl-4-yl)ethyl)-6-phenyl-1,3-oxazinan-2-one), B1C2CCCC1CCC2 (9-BBN), OO (H2O2), [OH-].[Na+] (NaOH). The solvent is C1CCOC1 (THF). Conditions: time 3 hour. The product is FC1=C(C=CC(=C1)F)C1=CC=C(C=C1)[C@H](C)N1C(O[C@@](CC1)(CCC)C1=CC=CC=C1)=O ((R)-3-((S)-1-(2′,4′-difluorobiphenyl-4-yl)ethyl)-6-phenyl-6-propyl-1,3-oxazinan-2-one). Isolated yield 36.3%. Reaction SMILES: [CH2:1]([C@@:4]1([C:27]2[CH:32]=[CH:31][CH:30]=[CH:29][CH:28]=2)[O:9][C:8](=[O:10])[N:7]([C@H:11]([C:13]2[CH:18]=[CH:17][C:16]([C:19]3[CH:24]=[CH:23][C:22]([F:25])=[CH:21][C:20]=3[F:26])=[CH:15][CH:14]=2)[CH3:12])[CH2:6][CH2:5]1)[CH:2]=[CH2:3].B1C2CCCC1CCC2.[OH-].[Na+].OO>C1COCC1>[F:26][C:20]1[CH:21]=[C:22]([F:25])[CH:23]=[CH:24][C:19]=1[C:16]1[CH:17]=[CH:18][C:13]([C@@H:11]([N:7]2[CH2:6][CH2:5][C@@:4]([C:27]3[CH:32]=[CH:31][CH:30]=[CH:29][CH:28]=3)([CH2:1][CH2:2][CH3:3])[O:9][C:8]2=[O:10])[CH3:12])=[CH:14][CH:15]=1 |f:2.3|. Reported procedure: To a solution of (R)-6-allyl-3-((S)-1-(2′,4′-difluorobiphenyl-4-yl)ethyl)-6-phenyl-1,3-oxazinan-2-one (0.2475 g, 0.57 mmol, 1.0 equiv) in 6 mL of dry THF was added 9-BBN (0.5 M solution in THF, 2.3 mL, 1.15 mmol, 2.0 equiv). The mixture was stirred for 3 h at rt. It was then subjected to oxidative workup by adding 3 N aqueous NaOH (6 mL) followed by careful and dropwise addition of 50% aq H2O2 (4 mL) with vigorous stirring. The reaction mixture was stirred for 1 h, extracted with CH2Cl2, and dri... Starting materials: CC1CCCN1, CO, Clc1cc(Cl)nc(Cl)n1, [Na+], O=C([O-])O, O. The product is CC1CCCN1c1nc(Cl)cc(Cl)n1. RXN SMILES: [CH3:15][CH:16]1[NH:17][CH2:18][CH2:19][CH2:20]1.[CH3:21][OH:22].[Cl:1][c:2]1[n:3][c:4]([Cl:9])[cH:5][c:6]([Cl:8])[n:7]1.[Na+:14].[O-:10][C:11]([OH:12])=[O:13].[OH2:23]>>[c:2]1([N:17]2[CH:16]([CH3:15])[CH2:20][CH2:19][CH2:18]2)[n:3][c:4]([Cl:9])[cH:5][c:6]([Cl:8])[n:7]1.